This data is from the Open Reaction Database (ORD), a public repository of structured organic reaction records. The task is: describe an organic reaction: reactants, conditions, products, and yield The reactants are CN(C)C=O, O=C(Cc1cccnc1)N1CCC(=C2c3ccc(Cl)cc3CCc3c(Cl)ccnc32)CC1, [H-], [Na+], [Na+], [OH-], O, On1nnc2ccccc21. Product: O=C(Cc1cccnc1)N1CCC(=C2c3ccc(Cl)cc3CCc3c(On4nnc5ccccc54)ccnc32)CC1. As a reaction SMILES: [CH3:47][N:48]([CH3:49])[CH:50]=[O:51].[Cl:1][c:2]1[c:3]2[c:4]([n:5][cH:6][cH:7]1)[C:8](=[C:18]1[CH2:19][CH2:20][N:21]([C:24]([CH2:25][c:26]3[cH:27][n:28][cH:29][cH:30][cH:31]3)=[O:32])[CH2:22][CH2:23]1)[c:9]1[c:10]([cH:13][c:14]([Cl:17])[cH:15][cH:16]1)[CH2:11][CH2:12]2.[H-:43].[Na+:44].[Na+:46].[OH-:45].[OH2:52].[OH:33][n:34]1[n:35][n:36][c:37]2[cH:38][cH:39][cH:40][cH:41][c:42]12>>[c:2]1([O:33][n:34]2[n:35][n:36][c:37]3[cH:38][cH:39][cH:40][cH:41][c:42]23)[c:3]2[c:4]([n:5][cH:6][cH:7]1)[C:8](=[C:18]1[CH2:19][CH2:20][N:21]([C:24]([CH2:25][c:26]3[cH:27][n:28][cH:29][cH:30][cH:31]3)=[O:32])[CH2:22][CH2:23]1)[c:9]1[c:10]([cH:13][c:14]([Cl:17])[cH:15][cH:16]1)[CH2:11][CH2:12]2. Reactants: C(CN)N (ethylene diamine), solid, [BH4-].[Na+] (sodium borohydride), C(C)[O-] (ethanol at), O1CCOCC1 (dioxane). The solvent is C(C)O (ethanol). Yields the product O1C=C(C=C1)C1CNCCN1 (3-(3-furanyl)piperazine). As a reaction SMILES: [CH2:1]([NH2:4])[CH2:2][NH2:3].O1[CH2:10][CH2:9][O:8][CH2:7][CH2:6]1.[BH4-].[Na+].[CH2:13]([O-])[CH3:14]>C(O)C>[O:8]1[CH:9]=[CH:10][C:6]([CH:1]2[NH:4][CH2:14][CH2:13][NH:3][CH2:2]2)=[CH:7]1 |f:2.3|. Procedure details: To a solution of 6.25 ml of n-butyl lithium in ether at -78° C., under argon, was added 1.46 g of 3-bromofuran. The reaction was stirred at -78° C. for 30 minutes and then a solution of 1.13 g of N-acetyl-N,-O-dimethylhydroxyamine in ether was added. The mixture was stirred for an additional hour at -78° C., then raised to room temperature and quenched with dilute acid. The mixture was extracted several times with ether. The extracts were combined, dried and evaporated, giving 8.88 g of solid. A... Reactants: CC(=O)OCC1=C(N2[C@@H]([C@@H](C2=O)N)SC1)C(=O)O (7-aminocephalosporanic acid), CC=1N=CSC1.S1C(=CC=C1)C(=O)O (4-methylthiazole 2-thiolcarboxylic acid), P(O)(O)(O)=O (phosphoric acid), C([O-])(O)=O.[Na+] (sodium bicarbonate), P(=O)([O-])([O-])[O-] (phosphate). Yields the product NC1[C@@H]2N(C(=C(CS2)CSC(=O)C=2SC=C(N2)C)C(=O)O)C1=O (7-amino-3-(4-methylthiazol-2-yl)carbonylthiomethyl-3-cephem-4-carboxylic acid). Yield: 50.5%. Reaction SMILES: CC(O[CH2:5][C:6]1[CH2:15][S:14][C@@H:9]2[C@H:10]([NH2:13])[C:11](=[O:12])[N:8]2[C:7]=1[C:16]([OH:18])=[O:17])=O.[C:19](=[O:22])(O)[O-].[Na+].P([O-])([O-])([O-])=O.[CH3:29][C:30]1[N:31]=[CH:32][S:33][CH:34]=1.[S:35]1C=CC=C1C(O)=O.P(=O)(O)(O)O>>[NH2:13][CH:10]1[C:11](=[O:12])[N:8]2[C:7]([C:16]([OH:18])=[O:17])=[C:6]([CH2:5][S:35][C:19]([C:32]3[S:33][CH:34]=[C:30]([CH3:29])[N:31]=3)=[O:22])[CH2:15][S:14][C@H:9]12 |f:1.2,4.5|. Reported procedure: To a stirred solution of 5.4 g. (0.02 mole) of 7-aminocephalosporanic acid and 3.36 g. (0.04 mole) of sodium bicarbonate in 120 ml. of aqueous phosphate buffer (pH 6.4) was added 3.1 g. (0.02 mole) of 4-methylthiazole-2-thiolcarboxylic acid. The mixture was stirred in a nitrogen atmosphere and heated to 50°. The pH was adjusted from 7.0 to 6.5 with 42% phosphoric acid. A crystalline solid started to precipitate. After 5 hours at 50° the reaction mixture was cooled to 20°. The precipitated solid ... The reactants are O=C(O)c1ccc(F)c(Br)c1, O=S(=O)(O)Cl, O. Yields the product O=C(O)c1cc(Br)c(F)c(S(=O)(=O)Cl)c1. As a reaction SMILES: [Br:1][c:2]1[cH:3][c:4]([C:5](=[O:6])[OH:7])[cH:8][cH:9][c:10]1[F:11].[Cl:13][S:14](=[O:15])(=[O:16])[OH:17].[OH2:12]>>[Br:1][c:2]1[cH:3][c:4]([C:5](=[O:6])[OH:7])[cH:8][c:9]([S:14]([Cl:13])(=[O:15])=[O:16])[c:10]1[F:11]. The reactants are C(CC)#N (propiononitrile), CC(C)(C)[O-].[K+] (potassium 2-methylpropan-2-olate), C1COCCOCCOCCOCCOCCO1 (18-crown-6), C(C(=O)OCC)(=O)OCC (diethyl oxalate). The solvent is C1CCOC1 (THF). Run at temperature 60 celsius, time 1 hour. Yields the product C(#N)\C(=C(\C(=O)OCC)/[O-])\C.[K+] (potassium (2Z)-3-cyano-1-ethoxy-1-oxobut-2-en-2-olate). Yield: 77.3%. As a reaction SMILES: CC([O-])(C)C.[K+:6].C1OCCOCCOCCOCCOCCOC1.[C:25]([O:32][CH2:33][CH3:34])(=[O:31])[C:26]([O:28]CC)=O.[C:35](#[N:38])[CH2:36][CH3:37]>C1COCC1>[C:35](/[C:36](/[CH3:37])=[C:26](\[O-:28])/[C:25]([O:32][CH2:33][CH3:34])=[O:31])#[N:38].[K+:6] |f:0.1,6.7|. Procedure: 3.84 g potassium 2-methylpropan-2-olate (34.2 mmol, 1.0 eq.) and 723 mg 18-crown-6 (2.74 mmol, 0.08 eq.) were dissolved in THF and 5.00 g diethyl oxalate (34.2 mmol, 1.0 eq.) were added within 5 minutes. The reaction mixture was heated to 60° C. and 1.88 g propiononitrile (34.2 mm ol, 1.0 eq.) were added within 5 minutes. The reaction was stirred at 60° C. for 1 hour. The solid was filtered off, dried in vacuo at 50° C. to provide 5.11 g (26.4 mmol, 77%) of the crude product which was used witho... Run in O (water). Reaction conditions: time 8 hour. Starting materials: CC(C1=CC[C@H]2[C@@H]3CC[C@H]4CC=CC[C@]4(C)[C@H]3C(C[C@]12C)=O)=O (5α-pregna-2,16-diene-11,20-dione), [Cl-].O[NH3+] (hydroxylammonium chloride), N1=CC=CC=C1 (pyridine). Procedure details: A mixture of 5α-pregna-2,16-diene-11,20-dione (60 g), hydroxylammonium chloride (21 g) and anhydrous pyridine (240 ml) was left to stand at room temperature overnight before diluting with ice and water. The precipitate obtained was collected by filtration, washed with water and dried in vacuo at 80° (62 g.). Crystallisation from ethyl acetate afforded the title compound, m.p. 168°-182°, [α]D +137°. RXN SMILES: [CH3:1][C:2](=O)[C:3]1[C@:20]2([CH3:21])[C@H:6]([C@H:7]3[C@H:17]([C:18](=[O:22])[CH2:19]2)[C@:15]2([CH3:16])[C@H:10]([CH2:11][CH:12]=[CH:13][CH2:14]2)[CH2:9][CH2:8]3)[CH2:5][CH:4]=1.[Cl-].[OH:25][NH3+:26].N1C=CC=CC=1>O>[N:26](=[C:2]([C:3]1[C@:20]2([CH3:21])[C@H:6]([C@H:7]3[C@H:17]([C:18](=[O:22])[CH2:19]2)[C@:15]2([CH3:16])[C@H:10]([CH2:11][CH:12]=[CH:13][CH2:14]2)[CH2:9][CH2:8]3)[CH2:5][CH:4]=1)[CH3:1])[OH:25] |f:1.2|. Yields the product N(O)=C(C)C1=CC[C@H]2[C@@H]3CC[C@H]4CC=CC[C@]4(C)[C@H]3C(C[C@]12C)=O (20-Oximino-5α-pregna-2,16-dien-11-one). Reactants: CN(C)C=O, C[N+](c1ccccc1)=c1sc2ccc(Cl)cc2s1, Cl, [I-], NCCc1c[nH]c2ccccc12, [Na+], [Na+], O=C([O-])[O-], O. Yields the product Clc1ccc2sc(=NCCc3c[nH]c4ccccc34)sc2c1. Reaction SMILES: [CH3:40][N:41]([CH3:42])[CH:43]=[O:44].[Cl:2][c:3]1[cH:4][c:5]2[c:6]([s:7][c:8](=[N+:10]([CH3:11])[c:12]3[cH:13][cH:14][cH:15][cH:16][cH:17]3)[s:9]2)[cH:18][cH:19]1.[ClH:20].[I-:1].[NH2:21][CH2:22][CH2:23][c:24]1[cH:25][nH:26][c:27]2[cH:28][cH:29][cH:30][cH:31][c:32]12.[Na+:33].[Na+:34].[O-:35][C:36](=[O:37])[O-:38].[OH2:39]>>[Cl:2][c:3]1[cH:4][c:5]2[c:6]([s:7][c:8](=[N:21][CH2:22][CH2:23][c:24]3[cH:25][nH:26][c:27]4[cH:28][cH:29][cH:30][cH:31][c:32]34)[s:9]2)[cH:18][cH:19]1.